Dataset: the Open Reaction Database (ORD), a public repository of structured organic reaction records. Task: describe an organic reaction: reactants, conditions, products, and yield The reactants are C1(=CC=CC=C1)C1=NN2C(C=CC=C2)=C1 (2-phenylpyrazolo[1,5-a]pyridine), N1C(CC(CC1)=O)=O (2,4-piperidinedione), C(O)([O-])=O.[Na+] (sodium hydrogen carbonate). The reagents and catalysts are S(O)(O)(=O)=O (sulfuric acid). The solvent is C(C)(=O)O (acetic acid). Run at temperature 135 celsius. Product: O=C1NCCC(=C1)C=1C(=NN2C1C=CC=C2)C2=CC=CC=C2 (3-(2-oxo-1,2,5,6-tetrahydropyridin-4-yl)-2-phenylpyrazolo[1,5-a]pyridine). RXN SMILES: [C:1]1([C:7]2[CH:15]=[C:10]3[CH:11]=[CH:12][CH:13]=[CH:14][N:9]3[N:8]=2)[CH:6]=[CH:5][CH:4]=[CH:3][CH:2]=1.[NH:16]1[CH2:21][CH2:20][C:19](=O)[CH2:18][C:17]1=[O:23].C(=O)([O-])O.[Na+]>S(=O)(=O)(O)O.C(O)(=O)C>[O:23]=[C:17]1[CH:18]=[C:19]([C:15]2[C:7]([C:1]3[CH:2]=[CH:3][CH:4]=[CH:5][CH:6]=3)=[N:8][N:9]3[CH:14]=[CH:13][CH:12]=[CH:11][C:10]=23)[CH2:20][CH2:21][NH:16]1 |f:2.3|. Procedure details: A mixture of 2-phenylpyrazolo[1,5-a]pyridine (0.50 g, 2,4-piperidinedione (0.292 g), concentrated sulfuric acid (1 drop) and acetic acid (0.5 ml) was heated at 135° C. for 13.5 hours. A saturated aqueous solution of sodium hydrogen carbonate (20 ml) was added to the reaction mixture and the mixture was extracted with chloroform (20 ml×2). The combined extract was washed with a saturated aqueous solution of sodium chloride (20 ml) and dried over magnesium sulfate. The solvent was evaporated in va... Reactants: CCO, CCOC(C)=O, CCOC(=O)CCCCOc1ccc(CCc2cnc3c(N)nc4cc(C)ccc4c3c2)cc1, [Na+], [OH-], O. Yields the product Cc1ccc2c(c1)nc(N)c1ncc(CCc3ccc(OCCCCC(=O)O)cc3)cc12. As a reaction SMILES: [CH3:37][CH2:38][OH:39].[CH3:40][CH2:41][O:42][C:43](=[O:44])[CH3:45].[NH2:1][c:2]1[n:3][c:4]2[c:5]([c:6]3[cH:7][c:8]([CH2:12][CH2:13][c:14]4[cH:15][cH:16][c:17]([O:18][CH2:19][CH2:20][CH2:21][CH2:22][C:23](=[O:24])[O:25][CH2:26][CH3:27])[cH:28][cH:29]4)[cH:9][n:10][c:11]13)[cH:30][cH:31][c:32]([CH3:34])[cH:33]2.[Na+:36].[OH-:35].[OH2:46]>>[NH2:1][c:2]1[n:3][c:4]2[c:5]([c:6]3[cH:7][c:8]([CH2:12][CH2:13][c:14]4[cH:15][cH:16][c:17]([O:18][CH2:19][CH2:20][CH2:21][CH2:22][C:23](=[O:24])[OH:25])[cH:28][cH:29]4)[cH:9][n:10][c:11]13)[cH:30][cH:31][c:32]([CH3:34])[cH:33]2. The reactants are Cc1cc(Br)cnc1NC(=O)CN1CCCC1, C#C[Si](C)(C)C, C1CCNCC1, C1CCOC1, [Cu]I, O. Product: Cc1cc(C#C[Si](C)(C)C)cnc1NC(=O)CN1CCCC1. RXN SMILES: [Br:1][c:2]1[cH:3][c:4]([CH3:17])[c:5]([NH:8][C:9]([CH2:10][N:11]2[CH2:12][CH2:13][CH2:14][CH2:15]2)=[O:16])[n:6][cH:7]1.[C:18](#[CH:19])[Si:20]([CH3:21])([CH3:22])[CH3:23].[CH2:24]1[CH2:25][CH2:26][NH:27][CH2:28][CH2:29]1.[CH2:30]1[O:31][CH2:32][CH2:33][CH2:34]1.[Cu:36][I:37].[OH2:35]>>[c:2]1([C:19]#[C:18][Si:20]([CH3:21])([CH3:22])[CH3:23])[cH:3][c:4]([CH3:17])[c:5]([NH:8][C:9]([CH2:10][N:11]2[CH2:12][CH2:13][CH2:14][CH2:15]2)=[O:16])[n:6][cH:7]1. Reactants: C(C1=CC=CC=C1)N1CC(C(C1)CO)C1=C(C=CC=C1)O (2-[1-benzyl-4-(hydroxymethyl)pyrrolidin-3-yl]phenol), CO (methanol). The reagents and catalysts are [Pd] (palladium). Reaction conditions: time 8 hour. The product is OC[C@@H]1[C@@H](CNC1)C1=C(C=CC=C1)O ((cis)-2-[4-(hydroxymethyl)pyrrolidin-3-yl]phenol). Reaction SMILES: C([N:8]1[CH2:12][CH:11]([CH2:13][OH:14])[CH:10]([C:15]2[CH:20]=[CH:19][CH:18]=[CH:17][C:16]=2[OH:21])[CH2:9]1)C1C=CC=CC=1.CO>[Pd]>[OH:14][CH2:13][C@H:11]1[CH2:12][NH:8][CH2:9][C@H:10]1[C:15]1[CH:20]=[CH:19][CH:18]=[CH:17][C:16]=1[OH:21]. Procedure details: A mixture of 2-[1-benzyl-4-(hydroxymethyl)pyrrolidin-3-yl]phenol (101.4 mg, 0.0003580 mol) and palladium (10% on carbon, 75 mg) in methanol (5.0 mL, 0.12 mol) was stirred under hydrogen (balloon) overnight. The mixture was filtered and the filtrate was concentrated. The residue was used in next step without further purification. As a reaction SMILES: [C:16]([CH3:17])(=[O:18])[O:19][C:20]([CH3:21])=[CH2:22].[CH3:23][CH2:24][O:25][C:26](=[O:27])[CH3:28].[NH2:1][c:2]1[cH:3][cH:4][c:5]2[c:10]([c:11]1[C:12]([F:13])([F:14])[F:15])[CH2:9][NH:8][CH2:7][CH2:6]2>>[NH2:1][c:2]1[cH:3][cH:4][c:5]2[c:10]([c:11]1[C:12]([F:13])([F:14])[F:15])[CH2:9][N:8]([C:16]([CH3:17])=[O:18])[CH2:7][CH2:6]2. The product is CC(=O)N1CCc2ccc(N)c(C(F)(F)F)c2C1. The reactants are C=C(C)OC(C)=O, CCOC(C)=O, Nc1ccc2c(c1C(F)(F)F)CNCC2. Reactants: O (water), BrCCO (2-bromo-ethanol), COC=1C=C2C(=CC=NC2=CC1O)OC=1C(=NC2=CC=CC=C2C1)C (6-Methoxy-4-(2-methyl-quinolin-3-yloxy)-quinolin-7-ol), COC=1C=C2C(=CC=NC2=CC1O)OC=1C(=NC2=CC=CC=C2C1)C (6-Methoxy-4-(2-methyl-quinolin-3-yloxy)-quinolin-7-ol), C([O-])([O-])=O.[K+].[K+] (potassium carbonate). Run in CN(C=O)C (N,N-dimethylformamide). Conditions: temperature 70 celsius, time 8 hour. Product: COC=1C=C2C(=CC=NC2=CC1OCCO)OC=1C(=NC2=CC=CC=C2C1)C (2-[6-Methoxy-4-(2-methyl-quinolin-3-yloxy)-quinolin-7-yloxy]-ethanol). Yield: 45.3%. RXN SMILES: Br[CH2:2][CH2:3][OH:4].[CH3:5][O:6][C:7]1[CH:8]=[C:9]2[C:14](=[CH:15][C:16]=1[OH:17])[N:13]=[CH:12][CH:11]=[C:10]2[O:18][C:19]1[C:20]([CH3:29])=[N:21][C:22]2[C:27]([CH:28]=1)=[CH:26][CH:25]=[CH:24][CH:23]=2.C(=O)([O-])[O-].[K+].[K+].O>CN(C)C=O>[CH3:5][O:6][C:7]1[CH:8]=[C:9]2[C:14](=[CH:15][C:16]=1[O:17][CH2:2][CH2:3][OH:4])[N:13]=[CH:12][CH:11]=[C:10]2[O:18][C:19]1[C:20]([CH3:29])=[N:21][C:22]2[C:27]([CH:28]=1)=[CH:26][CH:25]=[CH:24][CH:23]=2 |f:2.3.4|. Reported procedure: A solution of 2-bromo-ethanol (226 mg) in N,N-dimethylformamide (6 ml) was added to 6-methoxy-4-(2-methyl-quinolin-3-yloxy)-quinolin-7-ol (compound 352) (100 mg) and potassium carbonate (250 mg), and the mixture was stirred at 70° C. overnight. The reaction solution was cooled to room temperature, water was added to the reaction solution, and the mixture was extracted with chloroform. The chloroform layer was washed with water and was then dried over anhydrous sodium sulfate. The solvent was rem... Starting materials: [H-].[Na+] (NaH), COC([C@H]1NC(CC1)=O)=O (L-Pyroglutamic acid methyl ester), C(#N)C1=CC=C(CBr)C=C1 (p-Cyanobenzylbromide). Solvent: C1CCOC1 (THF). Conditions: time 5 minute. Yields the product COC([C@H]1N(C(CC1)=O)CC1=CC=C(C=C1)C#N)=O (N-(4-Cyanobenzyl)-L-pyroglutamic acid methyl ester). As a reaction SMILES: [CH3:1][O:2][C:3](=[O:10])[C@@H:4]1[CH2:8][CH2:7][C:6](=[O:9])[NH:5]1.[H-].[Na+].[C:13]([C:15]1[CH:22]=[CH:21][C:18]([CH2:19]Br)=[CH:17][CH:16]=1)#[N:14]>C1COCC1>[CH3:1][O:2][C:3](=[O:10])[C@@H:4]1[CH2:8][CH2:7][C:6](=[O:9])[N:5]1[CH2:19][C:18]1[CH:21]=[CH:22][C:15]([C:13]#[N:14])=[CH:16][CH:17]=1 |f:1.2|. Procedure details: L-Pyroglutamic acid methyl ester (1.36 g, 0.0095 mol) was dissolved in dry THF (20 mL) under Ar, treated with NaH (60% oil dispersion) (0.58 g, 0.0145 mol) with stirring for 5 min, then the mixture was cooled to 0° C. p-Cyanobenzylbromide (1.78 g, 0.0091 mol) was added, and the mixture left to slowly warm to ambient temperature. After 48 h the reaction mixture was partitioned between EtOAc and satd NaHCO3 solution, the aqueous layer separated and washed with CH2Cl2, the organics combined, washed...